This data is from the Open Reaction Database (ORD), a public repository of structured organic reaction records. The task is: describe an organic reaction: reactants, conditions, products, and yield Reactants: CC(C)=O (2-propanone), C(C)O (ethanol), FC(SCl)(F)F (Trifluoromethanesulfenyl chloride). The solvent is ClCCl (dichloromethane). Reaction conditions: temperature 25 celsius, time 5 day. Yields the product FC(SCC(C)=O)(F)F (1-trifluoromethylthio-2-propanone). The yield is 69.0%. RXN SMILES: [CH3:1][C:2](=[O:4])[CH3:3].C(O)C.[F:8][C:9]([F:13])([F:12])[S:10]Cl>ClCCl>[F:8][C:9]([F:13])([F:12])[S:10][CH2:1][C:2](=[O:4])[CH3:3]. Procedure details: A mixture of 2-propanone (0.25 mole), ethanol (0.49) and dichloromethane (75 ml) was introduced into a sealed and pressure tested vessel having a volume of about 500 ml under reduced pressure. Trifluoromethanesulfenyl chloride (0.22 mole) was then added to the cooled, evacuated vessel. The vessel was warmed to about 25°C and then rocked for five days. The vessel was vented through a cold gas trap (-78°C) to trap any unreacted trifluoromethylsulfenyl chloride gas and then through a scrubbing syst... Reactants: Cl (hydrochloric acid), [Na] (Sodium), C(C)(C)O (isopropanol), BrCC1=C(C(=C(CO)C(=C1F)F)F)F (4-(bromomethyl)-2,3,5,6-tetrafluorobenzyl alcohol). Solvent: O (water). Reaction conditions: temperature 40 celsius, time 16 hour. Yields the product FC1=C(CO)C(=C(C(=C1F)COC(C)C)F)F (2,3,5,6-tetrafluoro-4-[(1-methyl-ethoxy)methyl]-benzyl alcohol). As a reaction SMILES: [Na].[CH:2]([OH:5])([CH3:4])[CH3:3].Br[CH2:7][C:8]1[C:15]([F:16])=[C:14]([F:17])[C:11]([CH2:12][OH:13])=[C:10]([F:18])[C:9]=1[F:19].Cl>O>[F:17][C:14]1[C:15]([F:16])=[C:8]([CH2:7][O:5][CH:2]([CH3:4])[CH3:3])[C:9]([F:19])=[C:10]([F:18])[C:11]=1[CH2:12][OH:13] |^1:0|. Procedure: Sodium (1.0 g) was added to dry isopropanol (200 cm3), maintained at 40° C. under an atmosphere of dry nitrogen. After dissolution was complete, 4-(bromomethyl)-2,3,5,6-tetrafluorobenzyl alcohol (10.9 g) was added and the reaction was stirred for 16 hours, at the ambient temperature. The reaction mixture was poured into water, acidified with dilute aqueous hydrochloric acid, and extracted into ethyl acetate. The combined organic extracts were washed with water, dried over anhydrous magnesium sul... Reactants: COC(=O)C1=CC(=NN1CC1=CC=C(C=C1)OC)NC(=O)C1=CC(=NN1CC1=CC=C(C=C1)OC)NC(=O)C1=CC(=NN1CC1=CC=C(C=C1)OC)[N+](=O)[O-] (1-(4-methoxybenzyl)-3-(1-(4-methoxybenzyl)-3-(1-(4-methoxybenzyl)-3-nitro-1H-pyrazole-5-carboxamido)-1H-pyrazole-5-carboxamido)-1H-pyrazole-5-carboxylic acid methyl ester), [OH-].[Li+] (lithium hydroxide). Run in CO.C1CCOC1.O (methanol THF water). Yields the product COC1=CC=C(CN2N=C(C=C2C(=O)O)NC(=O)C2=CC(=NN2CC2=CC=C(C=C2)OC)NC(=O)C2=CC(=NN2CC2=CC=C(C=C2)OC)[N+](=O)[O-])C=C1 (1-(4-Methoxybenzyl)-3-(1-(4-methoxybenzyl)-3-(1-(4-methoxybenzyl)-3-nitro-1H-pyrazole-5-carboxamido)-1H-pyrazole-5-carboxamido)-1H-pyrazole-5-carboxylic acid). Reaction SMILES: C[O:2][C:3]([C:5]1[N:9]([CH2:10][C:11]2[CH:16]=[CH:15][C:14]([O:17][CH3:18])=[CH:13][CH:12]=2)[N:8]=[C:7]([NH:19][C:20]([C:22]2[N:26]([CH2:27][C:28]3[CH:33]=[CH:32][C:31]([O:34][CH3:35])=[CH:30][CH:29]=3)[N:25]=[C:24]([NH:36][C:37]([C:39]3[N:43]([CH2:44][C:45]4[CH:50]=[CH:49][C:48]([O:51][CH3:52])=[CH:47][CH:46]=4)[N:42]=[C:41]([N+:53]([O-:55])=[O:54])[CH:40]=3)=[O:38])[CH:23]=2)=[O:21])[CH:6]=1)=[O:4].[OH-].[Li+]>CO.C1COCC1.O>[CH3:18][O:17][C:14]1[CH:13]=[CH:12][C:11]([CH2:10][N:9]2[C:5]([C:3]([OH:4])=[O:2])=[CH:6][C:7]([NH:19][C:20]([C:22]3[N:26]([CH2:27][C:28]4[CH:29]=[CH:30][C:31]([O:34][CH3:35])=[CH:32][CH:33]=4)[N:25]=[C:24]([NH:36][C:37]([C:39]4[N:43]([CH2:44][C:45]5[CH:46]=[CH:47][C:48]([O:51][CH3:52])=[CH:49][CH:50]=5)[N:42]=[C:41]([N+:53]([O-:55])=[O:54])[CH:40]=4)=[O:38])[CH:23]=3)=[O:21])=[N:8]2)=[CH:16][CH:15]=1 |f:1.2,3.4.5|. Procedure details: A 1.00 g (1.33 mmol, 1.00 equiv) amount of 1-(4-methoxybenzyl)-3-(1-(4-methoxybenzyl)-3-(1-(4-methoxybenzyl)-3-nitro-1H-pyrazole-5-carboxamido)-1H-pyrazole-5-carboxamido)-1H-pyrazole-5-carboxylic acid methyl ester [O2N-Pz(PMB)-Pz(PMB)-Pz(PMB)-OMe] and 81 mg of lithium hydroxide (3.38 mmol, 2.54 equiv) were stirred in a mixture of methanol/THF/water (5:5:1) for 18 h. The crude product is prepared according to general procedure A to yield the compound as a colorless solid. Yield: 0.92 g (1.25 mmol... The reactants are [BH4-], CC(C)(C)OC(=O)N(Cc1cn(COCC[Si](C)(C)C)c(C=O)n1)C1CCN(Cc2ccccc2)CC1, CCO, [Na+], O. Product: CC(C)(C)OC(=O)N(Cc1cn(COCC[Si](C)(C)C)c(CO)n1)C1CCN(Cc2ccccc2)CC1. As a reaction SMILES: [BH4-:38].[CH2:1]([c:2]1[cH:3][cH:4][cH:5][cH:6][cH:7]1)[N:8]1[CH2:9][CH2:10][CH:11]([N:14]([C:15]([O:16][C:17]([CH3:18])([CH3:19])[CH3:20])=[O:21])[CH2:22][c:23]2[n:24][c:25]([CH:36]=[O:37])[n:26]([CH2:28][O:29][CH2:30][CH2:31][Si:32]([CH3:33])([CH3:34])[CH3:35])[cH:27]2)[CH2:12][CH2:13]1.[CH3:41][CH2:42][OH:43].[Na+:39].[OH2:40]>>[CH2:1]([c:2]1[cH:3][cH:4][cH:5][cH:6][cH:7]1)[N:8]1[CH2:9][CH2:10][CH:11]([N:14]([C:15]([O:16][C:17]([CH3:18])([CH3:19])[CH3:20])=[O:21])[CH2:22][c:23]2[n:24][c:25]([CH2:36][OH:37])[n:26]([CH2:28][O:29][CH2:30][CH2:31][Si:32]([CH3:33])([CH3:34])[CH3:35])[cH:27]2)[CH2:12][CH2:13]1. The reactants are CC(=O)OC(C)=O, NCC1CN(c2ccc(C3=NNC(=O)CS3)c(F)c2)C(=O)O1, c1ccncc1. Product: CC(=O)NCC1CN(c2ccc(C3=NNC(=O)CS3)c(F)c2)C(=O)O1. RXN SMILES: [CH3:23][C:24](=[O:25])[O:26][C:27](=[O:28])[CH3:29].[NH2:1][CH2:2][CH:3]1[CH2:4][N:5]([c:9]2[cH:10][c:11]([F:22])[c:12]([C:15]3=[N:20][NH:19][C:18](=[O:21])[CH2:17][S:16]3)[cH:13][cH:14]2)[C:6](=[O:8])[O:7]1.[cH:30]1[cH:31][cH:32][n:33][cH:34][cH:35]1>>[NH:1]([CH2:2][CH:3]1[CH2:4][N:5]([c:9]2[cH:10][c:11]([F:22])[c:12]([C:15]3=[N:20][NH:19][C:18](=[O:21])[CH2:17][S:16]3)[cH:13][cH:14]2)[C:6](=[O:8])[O:7]1)[C:24]([CH3:23])=[O:25].